Task: describe an organic reaction: reactants, conditions, products, and yield. Dataset: the Open Reaction Database (ORD), a public repository of structured organic reaction records The reactants are C(C)(=O)OCCOC=1C(=C(C=C(C1)OC)[C@H](C=1N=C(N(N1)C1=NC=CC=N1)OCOC(C(COC)(C)C)=O)NC1=CC=C(C=C1)C(=NC(=O)OCC(=C)C)N)F (3-methoxy-2,2-dimethylpropionic acid 5-[(R)-[3-(2-acetoxyethoxy)-2-fluoro-5-methoxyphenyl]-(4-{amino[2-methylallyloxycarbonylimino]methyl}phenylamino)methyl]-2-pyrimidin-2-yl-2H-[1,2,4]triazol-3-yloxymethyl ester), C(CC)S(=O)(=O)O (1-propanesulfonic acid). The solvent is C(C)(=O)OCC (ethyl acetate), C(C)(=O)OCC (ethyl acetate). Conditions: time 22 hour. Product: C(CC)S(=O)(=O)O.C(C)(=O)OCCOC=1C(=C(C=C(C1)OC)[C@H](C=1N=C(N(N1)C1=NC=CC=N1)OCOC(C(COC)(C)C)=O)NC1=CC=C(C=C1)C(=NC(=O)OCC(=C)C)N)F (3-methoxy-2,2-dimethylpropionic acid 5-[(R)-[3-(2-acetoxyethoxy)-2-fluoro-5-methoxyphenyl]-(4-{amino[2-methylallyloxycarbonylimino]methyl}-phenylamino)methyl]-2-pyrimidin-2-yl-2H-[1,2,4]triazol-3-yloxymethyl ester propanesulfonate). RXN SMILES: [C:1]([O:4][CH2:5][CH2:6][O:7][C:8]1[C:9]([F:56])=[C:10]([C@@H:16]([NH:39][C:40]2[CH:45]=[CH:44][C:43]([C:46]([NH2:55])=[N:47][C:48]([O:50][CH2:51][C:52]([CH3:54])=[CH2:53])=[O:49])=[CH:42][CH:41]=2)[C:17]2[N:18]=[C:19]([O:28][CH2:29][O:30][C:31](=[O:38])[C:32]([CH3:37])([CH3:36])[CH2:33][O:34][CH3:35])[N:20]([C:22]3[N:27]=[CH:26][CH:25]=[CH:24][N:23]=3)[N:21]=2)[CH:11]=[C:12]([O:14][CH3:15])[CH:13]=1)(=[O:3])[CH3:2].[CH2:57]([S:60]([OH:63])(=[O:62])=[O:61])[CH2:58][CH3:59]>C(OCC)(=O)C>[CH2:57]([S:60]([OH:63])(=[O:62])=[O:61])[CH2:58][CH3:59].[C:1]([O:4][CH2:5][CH2:6][O:7][C:8]1[C:9]([F:56])=[C:10]([C@@H:16]([NH:39][C:40]2[CH:41]=[CH:42][C:43]([C:46]([NH2:55])=[N:47][C:48]([O:50][CH2:51][C:52]([CH3:54])=[CH2:53])=[O:49])=[CH:44][CH:45]=2)[C:17]2[N:18]=[C:19]([O:28][CH2:29][O:30][C:31](=[O:38])[C:32]([CH3:37])([CH3:36])[CH2:33][O:34][CH3:35])[N:20]([C:22]3[N:27]=[CH:26][CH:25]=[CH:24][N:23]=3)[N:21]=2)[CH:11]=[C:12]([O:14][CH3:15])[CH:13]=1)(=[O:3])[CH3:2] |f:3.4|. Reported procedure: At room temperature, 3-methoxy-2,2-dimethylpropionic acid 5-[(R)-[3-(2-acetoxyethoxy)-2-fluoro-5-methoxyphenyl]-(4-{amino[2-methylallyloxycarbonylimino]methyl}phenylamino)methyl]-2-pyrimidin-2-yl-2H-[1,2,4]triazol-3-yloxymethyl ester (Example 6f, 100 mg) was dissolved in ethyl acetate (10 mL), a solution of 1-propanesulfonic acid [CAS No. 5284-66-2] (13.5 mg) in ethyl acetate (1 mL) was added dropwise thereto. The resulting mixture was stirred at room temperature for 22 hours, and the precipitat... Reactants: CO, N, O, OB(O)c1ccc(F)cc1, Cc1onc(-c2ccccc2)c1-c1c[nH]cn1. The product is Cc1onc(-c2ccccc2)c1-c1cn(-c2ccc(F)cc2)cn1. Reaction SMILES: [CH3:29][OH:30].[NH3:28].[OH2:31].[OH:18][B:19]([OH:20])[c:21]1[cH:22][cH:23][c:24]([F:25])[cH:26][cH:27]1.[nH:1]1[cH:2][n:3][c:4](-[c:6]2[c:7](-[c:12]3[cH:13][cH:14][cH:15][cH:16][cH:17]3)[n:8][o:9][c:10]2[CH3:11])[cH:5]1>>[n:1]1(-[c:21]2[cH:22][cH:23][c:24]([F:25])[cH:26][cH:27]2)[cH:2][n:3][c:4](-[c:6]2[c:7](-[c:12]3[cH:13][cH:14][cH:15][cH:16][cH:17]3)[n:8][o:9][c:10]2[CH3:11])[cH:5]1. Starting materials: [OH-].[Na+] (NaOH), C(C(=O)CC(=O)O)C(=O)O (acetonedicarboxylic acid), O=C(CCC=O)C1=CC=C(C=C1)C(F)(F)F (4-Oxo-4-[4-(trifluoromethyl)phenyl]butanal), COC1=CC=C(CN)C=C1 (4-methoxybenzylamine), NaOAc.3H2O, Cl (HCl), C(=O)(O)[O-].[Na+] (NaHCO3). The solvent is C1CCOC1 (THF), O (H2O). Yields the product COC1=CC=C(CN2[C@@]3(CC(C[C@H]2CC3)=O)C3=CC=C(C=C3)C(F)(F)F)C=C1 ((±)-(1S*,5R*)-8-(4-Methoxybenzyl)-1-[4-(trifluoromethyl)phenyl]-8-azabicyclo[3.2.1]octan-3-one). Isolated yield 27.0%. Reaction SMILES: [CH3:1][O:2][C:3]1[CH:10]=[CH:9][C:6]([CH2:7][NH2:8])=[CH:5][CH:4]=1.Cl.[CH2:12]([C:19](O)=O)[C:13](CC(O)=O)=O.O=[C:23]([C:28]1[CH:33]=[CH:32][C:31]([C:34]([F:37])([F:36])[F:35])=[CH:30][CH:29]=1)[CH2:24][CH2:25][CH:26]=O.C([O-])(O)=[O:39].[Na+].[OH-].[Na+]>O.C1COCC1>[CH3:1][O:2][C:3]1[CH:10]=[CH:9][C:6]([CH2:7][N:8]2[C@@H:13]3[CH2:12][CH2:19][C@@:23]2([C:28]2[CH:33]=[CH:32][C:31]([C:34]([F:37])([F:36])[F:35])=[CH:30][CH:29]=2)[CH2:24][C:25](=[O:39])[CH2:26]3)=[CH:5][CH:4]=1 |f:4.5,6.7|. Procedure: To a mixture of 4-methoxybenzylamine (5.420 g, 39 mmol) and NaOAc.3H2O (29.324 g, 215 mmol) in H2O (25 ml) at 0° C. was added 2N HCl (21.5 ml) followed by acetonedicarboxylic acid (6.559 g, 45 mmol). The reaction was stirred until a clear light brown solution was obtained then the ketoaldehyde (Step 1, 8.267 g, 36 mmol) in THF (25 ml) was added. The reaction was stirred for 30 mins at 0° C. then allowed to warm to rt before heating at 40° C. for 3 hrs. The reaction was allowed to cool and the pH... The reactants are O=C([O-])O, CCOC(=O)C(C#N)=NO, O=C(Cl)OCc1ccccc1, [Na+], O. The product is CCOC(=O)C(C#N)NC(=O)OCc1ccccc1. RXN SMILES: [C:11](=[O:12])([OH:13])[O-:14].[C:1](#[N:2])[C:3]([C:4](=[O:5])[O:6][CH2:7][CH3:8])=[N:9][OH:10].[CH2:16]([c:17]1[cH:18][cH:19][cH:20][cH:21][cH:22]1)[O:23][C:24](=[O:25])[Cl:26].[Na+:15].[OH2:27]>>[C:1](#[N:2])[CH:3]([C:4](=[O:5])[O:6][CH2:7][CH3:8])[NH:9][C:24]([O:23][CH2:16][c:17]1[cH:18][cH:19][cH:20][cH:21][cH:22]1)=[O:25]. The reactants are [BH4-], COC(=O)C1C(C(=O)O)N(Cc2ccccc2)C(=O)N1Cc1ccccc1, Cl, [Na+], C1CCOC1. Yields the product O=C1OCC2C1N(Cc1ccccc1)C(=O)N2Cc1ccccc1. RXN SMILES: [BH4-:28].[CH2:1]([c:2]1[cH:3][cH:4][cH:5][cH:6][cH:7]1)[N:8]1[C:9](=[O:27])[N:10]([CH2:20][c:21]2[cH:22][cH:23][cH:24][cH:25][cH:26]2)[CH:11]([C:17](=[O:18])[OH:19])[CH:12]1[C:13](=[O:14])[O:15][CH3:16].[ClH:30].[Na+:29].[O:31]1[CH2:32][CH2:33][CH2:34][CH2:35]1>>[CH2:1]([c:2]1[cH:3][cH:4][cH:5][cH:6][cH:7]1)[N:8]1[C:9](=[O:27])[N:10]([CH2:20][c:21]2[cH:22][cH:23][cH:24][cH:25][cH:26]2)[CH:11]2[CH:12]1[C:13](=[O:14])[O:18][CH2:17]2. Reactants: BrC1=CC=2N(C=C1)N=C(N2)C2=CC(=CC=C2)F (7-bromo-2-(3-fluorophenyl)-[1,2,4]triazolo[1,5-a]pyridine), C(N)(OC(C)(C)C)=O (tert-butyl carbamate). Product: C(C)(C)(C)OC(NC1=CC=2N(C=C1)N=C(N2)C2=CC(=CC=C2)F)=O (2-(3-fluoro-phenyl)-[[1,2,4]triazolo[1,5-a]pyridin-7-yl]-carbamic acid tert-butyl ester). Isolated yield 102.4%. RXN SMILES: Br[C:2]1[CH:7]=[CH:6][N:5]2[N:8]=[C:9]([C:11]3[CH:16]=[CH:15][CH:14]=[C:13]([F:17])[CH:12]=3)[N:10]=[C:4]2[CH:3]=1.[C:18](=[O:25])([O:20][C:21]([CH3:24])([CH3:23])[CH3:22])[NH2:19]>>[C:21]([O:20][C:18](=[O:25])[NH:19][C:2]1[CH:7]=[CH:6][N:5]2[N:8]=[C:9]([C:11]3[CH:16]=[CH:15][CH:14]=[C:13]([F:17])[CH:12]=3)[N:10]=[C:4]2[CH:3]=1)([CH3:24])([CH3:23])[CH3:22]. Reported procedure: The product was prepared in the same manner as described in example 1c using 7-bromo-2-(3-fluorophenyl)-[1,2,4]triazolo[1,5-a]pyridine (1 g, 3.42 mmol) and tert-butyl carbamate (481 mg, 4.11 mmol) as starting materials. The reaction affords 2-(3-fluoro-phenyl)-[[1,2,4]triazolo[1,5-a]pyridin-7-yl]-carbamic acid tert-butyl ester (1.15 g, 102%) as light yellow foam. MS: m/z=329.0 (M+H+).